This data is from the Open Reaction Database (ORD), a public repository of structured organic reaction records. The task is: describe an organic reaction: reactants, conditions, products, and yield Reactants: ClC1=C(C=CC(=C1COC=1C=CC=C2C(=CC(=NC12)C)N1N=CC=C1)Cl)N1C(=CC=C1)C=O (1-[2,4-dichloro-3-[2-methyl-4-(pyrazol-1-yl)quinolin-8-yloxymethyl]phenyl]-2-formylpyrrole), [BH4-].[Na+] (sodium borohydride), [Cl-].[NH4+] (ammonium chloride). The solvent is CO (methanol). Conditions: time 2 hour. Yields the product ClC1=C(C=CC(=C1COC=1C=CC=C2C(=CC(=NC12)C)N1N=CC=C1)Cl)N1C(=CC=C1)CO (1-[2,4-dichloro-3-[2-methyl-4-(pyrazol-1-yl)quinolin-8-yloxymethyl]phenyl]-2-hydroxymethylpyrrole). Isolated yield 47.6%. Reaction SMILES: [Cl:1][C:2]1[C:7]([CH2:8][O:9][C:10]2[CH:11]=[CH:12][CH:13]=[C:14]3[C:19]=2[N:18]=[C:17]([CH3:20])[CH:16]=[C:15]3[N:21]2[CH:25]=[CH:24][CH:23]=[N:22]2)=[C:6]([Cl:26])[CH:5]=[CH:4][C:3]=1[N:27]1[CH:31]=[CH:30][CH:29]=[C:28]1[CH:32]=[O:33].[BH4-].[Na+].[Cl-].[NH4+]>CO>[Cl:1][C:2]1[C:7]([CH2:8][O:9][C:10]2[CH:11]=[CH:12][CH:13]=[C:14]3[C:19]=2[N:18]=[C:17]([CH3:20])[CH:16]=[C:15]3[N:21]2[CH:25]=[CH:24][CH:23]=[N:22]2)=[C:6]([Cl:26])[CH:5]=[CH:4][C:3]=1[N:27]1[CH:31]=[CH:30][CH:29]=[C:28]1[CH2:32][OH:33] |f:1.2,3.4|. Reported procedure: To a solution of 1-[2,4-dichloro-3-[2-methyl-4-(pyrazol-1-yl)quinolin-8-yloxymethyl]phenyl]-2-formylpyrrole (23 mg) in methanol (0.5 ml) was added sodium borohydride (1.91 mg) udner ice-cooling, and the mixture was stirred for 2 hours. To the mixture was dropwise added aqueous solution of ammonium chloride under ice-cooling, and the mixture was stirred for 1 hour. The mixture was concentrated in vacuo, and ethyl acetate and water were added thereto. The separated organic layer was washed with wa... Starting materials: Nc1ncc(Br)c(Cl)c1[N+](=O)[O-], CC(C)(C)OC(=O)N1CCNCC1, CCN(C(C)C)C(C)C, CC(C)O. The product is CC(C)(C)OC(=O)N1CCN(c2c(Br)cnc(N)c2[N+](=O)[O-])CC1. RXN SMILES: [Br:1][c:2]1[c:3]([Cl:12])[c:4]([N+:9](=[O:10])[O-:11])[c:5]([NH2:8])[n:6][cH:7]1.[C:13](=[O:14])([O:15][C:16]([CH3:17])([CH3:18])[CH3:19])[N:20]1[CH2:21][CH2:22][NH:23][CH2:24][CH2:25]1.[CH:26]([N:27]([CH:28]([CH3:29])[CH3:30])[CH2:31][CH3:32])([CH3:33])[CH3:34].[CH:35]([OH:36])([CH3:37])[CH3:38]>>[Br:1][c:2]1[c:3]([N:23]2[CH2:22][CH2:21][N:20]([C:13](=[O:14])[O:15][C:16]([CH3:17])([CH3:18])[CH3:19])[CH2:25][CH2:24]2)[c:4]([N+:9](=[O:10])[O-:11])[c:5]([NH2:8])[n:6][cH:7]1.